From a dataset of the Open Reaction Database (ORD), a public repository of structured organic reaction records. describe an organic reaction: reactants, conditions, products, and yield Reactants: O=C(n1ccnc1)n1ccnc1, CCCCC(N)C(=O)OC, CCOC(C)=O, Cl, C1CCC2=NCCCN2CC1, COc1ccc(C(=O)O)c(N)c1, c1ccncc1. The product is CCCCC(NC(=O)c1ccc(OC)cc1N)C(=O)OC. Reaction SMILES: [C:13]([n:14]1[cH:15][cH:16][n:17][cH:18]1)([n:19]1[cH:20][cH:21][n:22][cH:23]1)=[O:24].[CH3:37][O:38][C:39]([CH:40]([CH2:41][CH2:42][CH2:43][CH3:44])[NH2:45])=[O:46].[CH3:53][CH2:54][O:55][C:56]([CH3:57])=[O:58].[ClH:36].[N:25]12[CH2:26][CH2:27][CH2:28][N:29]=[C:30]1[CH2:31][CH2:32][CH2:33][CH2:34][CH2:35]2.[NH2:1][c:2]1[c:3]([C:4](=[O:5])[OH:6])[cH:7][cH:8][c:9]([O:11][CH3:12])[cH:10]1.[cH:47]1[cH:48][cH:49][n:50][cH:51][cH:52]1>>[NH2:1][c:2]1[c:3]([C:4](=[O:6])[NH:45][CH:40]([C:39]([O:38][CH3:37])=[O:46])[CH2:41][CH2:42][CH2:43][CH3:44])[cH:7][cH:8][c:9]([O:11][CH3:12])[cH:10]1. Starting materials: CC(C=O)=CCC1CC=C(C)C1(C)C, CC(C)O, [K+], NCCCN, [OH-]. The product is CC(=CCC1CC=C(C)C1(C)C)CO. RXN SMILES: [CH3:1][C:2]([CH:3]=[O:4])=[CH:5][CH2:6][CH:7]1[C:8]([CH3:13])([CH3:14])[C:9]([CH3:12])=[CH:10][CH2:11]1.[CH:22]([OH:23])([CH3:24])[CH3:25].[K+:21].[NH2:15][CH2:16][CH2:17][CH2:18][NH2:19].[OH-:20]>>[CH3:1][C:2]([CH2:3][OH:4])=[CH:5][CH2:6][CH:7]1[C:8]([CH3:13])([CH3:14])[C:9]([CH3:12])=[CH:10][CH2:11]1. Reactants: BrC1=CC(=CC=2NC(=NC21)N2CCN(CC2)C2=NC=CC=C2C(F)(F)F)C(F)(F)F (4-Bromo-6-trifluoromethyl-2-[4-(3-trifluoromethylpyridin-2-yl)piperazin-1-yl]-1H-benzoimidazole), C(C)B(C=1C=NC=CC1)CC (diethyl(3-pyridyl)borane), C(=O)([O-])[O-].[Na+].[Na+] (Na2CO3). The reagents and catalysts are C=1C=CC(=CC1)[P](C=2C=CC=CC2)(C=3C=CC=CC3)[Pd]([P](C=4C=CC=CC4)(C=5C=CC=CC5)C=6C=CC=CC6)([P](C=7C=CC=CC7)(C=8C=CC=CC8)C=9C=CC=CC9)[P](C=1C=CC=CC1)(C=1C=CC=CC1)C=1C=CC=CC1 (Pd(PPh3)4). The solvent is C(OC)COC (dimethoxyethane). Conditions: time 40 minute. Product: N1=CC(=CC=C1)C1=CC(=CC=2NC(=NC21)N2CCN(CC2)C2=NC=CC=C2C(F)(F)F)C(F)(F)F (4-Pyridin-3-yl-6-trifluoromethyl-2-[4-(3-trifluoromethylpyridin-2-yl)piperazin-1-yl]-1H-benzoimidazole). Reaction SMILES: Br[C:2]1[C:10]2[N:9]=[C:8]([N:11]3[CH2:16][CH2:15][N:14]([C:17]4[C:22]([C:23]([F:26])([F:25])[F:24])=[CH:21][CH:20]=[CH:19][N:18]=4)[CH2:13][CH2:12]3)[NH:7][C:6]=2[CH:5]=[C:4]([C:27]([F:30])([F:29])[F:28])[CH:3]=1.C(B(CC)[C:34]1[CH:35]=[N:36][CH:37]=[CH:38][CH:39]=1)C.C([O-])([O-])=O.[Na+].[Na+]>C1C=CC([P]([Pd]([P](C2C=CC=CC=2)(C2C=CC=CC=2)C2C=CC=CC=2)([P](C2C=CC=CC=2)(C2C=CC=CC=2)C2C=CC=CC=2)[P](C2C=CC=CC=2)(C2C=CC=CC=2)C2C=CC=CC=2)(C2C=CC=CC=2)C2C=CC=CC=2)=CC=1.C(COC)OC>[N:36]1[CH:37]=[CH:38][CH:39]=[C:34]([C:2]2[C:10]3[N:9]=[C:8]([N:11]4[CH2:12][CH2:13][N:14]([C:17]5[C:22]([C:23]([F:25])([F:24])[F:26])=[CH:21][CH:20]=[CH:19][N:18]=5)[CH2:15][CH2:16]4)[NH:7][C:6]=3[CH:5]=[C:4]([C:27]([F:30])([F:28])[F:29])[CH:3]=2)[CH:35]=1 |f:2.3.4,^1:51,53,72,91|. Procedure details: A mixture of 4-bromo6-trifluoromethyl-2-[4-(3-trifluoromethylpyridin-2-yl)piperazin-1-yl]-1H-benzoimidazole (99 mg, 0.2 mmol, Example 7), diethyl(3-pyridyl)borane (37 mg, 0.25 mmol, Aldrich), Pd(PPh3)4 (23 mg, 0.02 mmol, Aldrich), Na2CO3 (32 mg, 0.3 mmol) and dimethoxyethane (1 mL) was subjected to microwave irradiation at 200° C. with stirring for 40 min. The solvent was removed in vacuo and the residue was purified by silica gel chromatography, eluting with 60% EtOAc/hexane, to give the title ... The reactants are IC=1C(=NN(C1C(=O)OC)C)C1=CC=C(C=C1)OC (methyl 4-iodo-3-(4-methoxyphenyl)-1-methyl-1H-pyrazole-5-carboxylate), CB1OB(OB(O1)C)C (trimethylboroxine), CB1OB(OB(O1)C)C (trimethylboroxine). The reagents and catalysts are [Pd](Cl)Cl.C(C)(C)(C)P([C-]1C=CC=C1)C(C)(C)C.[C-]1(C=CC=C1)P(C(C)(C)C)C(C)(C)C.[Fe+2] (1,1′-bis(di-tert-butylphosphino)ferrocene palladium dichloride). Run in C1CCOC1 (THF). Conditions: temperature 60 celsius. Yields the product COC1=CC=C(C=C1)C1=NN(C(=C1C)C(=O)OC)C (methyl 3-(4-methoxyphenyl)-1,4-dimethyl-1H-pyrazole-5-carboxylate). Reaction SMILES: I[C:2]1[C:3]([C:12]2[CH:17]=[CH:16][C:15]([O:18][CH3:19])=[CH:14][CH:13]=2)=[N:4][N:5]([CH3:11])[C:6]=1[C:7]([O:9][CH3:10])=[O:8].[CH3:20]B1OB(C)OB(C)O1>C1COCC1.[Pd](Cl)Cl.C(P(C(C)(C)C)[C-]1C=CC=C1)(C)(C)C.[C-]1(P(C(C)(C)C)C(C)(C)C)C=CC=C1.[Fe+2]>[CH3:19][O:18][C:15]1[CH:16]=[CH:17][C:12]([C:3]2[C:2]([CH3:20])=[C:6]([C:7]([O:9][CH3:10])=[O:8])[N:5]([CH3:11])[N:4]=2)=[CH:13][CH:14]=1 |f:3.4.5.6|. Procedure: A solution of methyl 4-iodo-3-(4-methoxyphenyl)-1-methyl-1H-pyrazole-5-carboxylate (587.8 mg, 1.579 mmol), trimethylboroxine (883 μL, 6.32 mmol) and 1,1′-bis(di-tert-butylphosphino)ferrocene palladium dichloride (103 mg, 0.158 mmol) in THF (2.6 mL) was degassed by bubbling N2 through the solution. 1N K2CO3 (2.6 mL) was added and N2 was bubbled through the mixture for 30 s. The mixture was heated in a sealed tube at 60° C. overnight. Another 4 eq. of trimethylboroxine was added and the reaction w... The reactants are C(C)C1C(C(C/C(=C/C=C/C(C(OC(/C(=C/C(=C/C(C1O)C)/C)/OC)=O)C(C)C(C(\C(\C=C\C(C(\C=C\C)O)C)=N/OCC(=O)O)C)O)OC)/C)C)O (((Z)-((6E,10E)-2-((4E,6E,14E,16Z)-11-Ethyl-10,12-dihydroxy-3,17-dimethoxy-7,9,13,15-tetramethyl-18-oxooxacyclooctadeca-4,6,14,16-tetraen-2-yl)-3,9-dihydroxy-4,8-dimethyl dodeca-6,10-dien-5-ylidene)aminooxy)acetic acid), C=1C=CC2=C(C1)N=NN2O (HOBt), O (water), FC1=CC=C(CN)C=C1 (4-fluoro benzyl amine). The solvent is ClCCl (dichloromethane). Run at time 20 minute. Reaction SMILES: [CH2:1]([CH:3]1[CH:20]([OH:21])[CH:19]([CH3:22])[CH:18]=[C:17]([CH3:23])[CH:16]=[C:15]([O:24][CH3:25])[C:14](=[O:26])[O:13][CH:12]([CH:27]([CH:29]([OH:48])[CH:30]([CH3:47])/[C:31](=[N:41]\[O:42][CH2:43][C:44](O)=[O:45])/[CH:32]=[CH:33]/[CH:34]([CH3:40])[CH:35]([OH:39])/[CH:36]=[CH:37]/[CH3:38])[CH3:28])[CH:11]([O:49][CH3:50])[CH:10]=[CH:9][CH:8]=[C:7]([CH3:51])[CH2:6][CH:5]([CH3:52])[CH:4]1[OH:53])[CH3:2].C1C=CC2N(O)N=NC=2C=1.[F:64][C:65]1[CH:72]=[CH:71][C:68]([CH2:69][NH2:70])=[CH:67][CH:66]=1.O>ClCCl>[CH2:1]([CH:3]1[CH:20]([OH:21])[CH:19]([CH3:22])[CH:18]=[C:17]([CH3:23])[CH:16]=[C:15]([O:24][CH3:25])[C:14](=[O:26])[O:13][CH:12]([CH:27]([CH:29]([OH:48])[CH:30]([CH3:47])/[C:31](=[N:41]\[O:42][CH2:43][C:44]([NH:70][CH2:69][C:68]2[CH:71]=[CH:72][C:65]([F:64])=[CH:66][CH:67]=2)=[O:45])/[CH:32]=[CH:33]/[CH:34]([CH3:40])[CH:35]([OH:39])/[CH:36]=[CH:37]/[CH3:38])[CH3:28])[CH:11]([O:49][CH3:50])[CH:10]=[CH:9][CH:8]=[C:7]([CH3:51])[CH2:6][CH:5]([CH3:52])[CH:4]1[OH:53])[CH3:2]. Procedure: To a solution of compound of example 10 (10 mg) in dichloromethane (2 mL) dicyclohexylcarbodiimide (3 mg), and HOBt (2 mg) were added. After 20 min. 4-fluoro benzyl amine (1.5 mg) was added, The reaction mixture was stirred for 18 h under nitrogen atmosphere. Cold water was added to the reaction mixture, the organic layer was separated. The product is C(C)C1C(C(C/C(=C/C=C/C(C(OC(/C(=C/C(=C/C(C1O)C)/C)/OC)=O)C(C)C(C(\C(\C=C\C(C(\C=C\C)O)C)=N/OCC(=O)NCC1=CC=C(C=C1)F)C)O)OC)/C)C)O (2-((Z)-((6E,10E)-2-((4E,6E,14E,16Z)-11 Ethyl-10,12-dihydroxy-3,17-dimethoxy-7,9,13,15-tetramethyl-18-oxooxacyclooctadeca-4,6,14,16-tetraen-2-yl)-3,9-dihydroxy-4,8-dimethyldodeca-6,10-dien-5-ylidene)aminooxy)-N-(4-fluorobenzyl)acetamide). Reactants: BrC1\C(\C2=CC(=CC=C2C1)F)=C/C(=O)N ((Z)-2-(2-bromo-6-fluoro-1-indanylidene)acetamide), CO (methanol). The reagents and catalysts are [N+](=O)([O-])[O-].[Ag+] (silver nitrate), [N+](=O)([O-])[O-].[Ag+] (silver nitrate). The product is FC1=CC=C2CC(\C(\C2=C1)=C/C(=O)N)OC ((Z)-2-(6-fluoro-2-methoxy-1-indanylidene)acetamide). Isolated yield 32.0%. As a reaction SMILES: Br[CH:2]1[CH2:10][C:9]2[C:4](=[CH:5][C:6]([F:11])=[CH:7][CH:8]=2)/[C:3]/1=[CH:12]/[C:13]([NH2:15])=[O:14].[CH3:16][OH:17]>[N+]([O-])([O-])=O.[Ag+]>[F:11][C:6]1[CH:5]=[C:4]2[C:9]([CH2:10][CH:2]([O:17][CH3:16])/[C:3]/2=[CH:12]\[C:13]([NH2:15])=[O:14])=[CH:8][CH:7]=1 |f:2.3|. Procedure: A mixture of (Z)-2-(2-bromo-6-fluoro-1-indanylidene)acetamide (2.60 g, 9.60 mmoles) and silver nitrate (5.10 g, 27.43 mmoles, Aldrich) in methanol (200 mL) was refluxed for 8 hours. Additional silver nitrate (5.10 g, 27.43 mmoles) was added and the mixture was refluxed for 18 hours. The mixture was filtered, and the filtrate was evaporated in vacuo. The residue was chromatographed on silica gel, eluting with hexane:ethyl acetate (1:4), gradually increasing the polarity to 100% ethyl acetate. The...